From a dataset of the Open Reaction Database (ORD), a public repository of structured organic reaction records. describe an organic reaction: reactants, conditions, products, and yield Reactants: NCCC(O)CN1CCC(Oc2ccc(Cl)c(Cl)c2)CC1, COc1cc(C(=O)O)ccc1N. The product is COc1cc(C(=O)NCCC(O)CN2CCC(Oc3ccc(Cl)c(Cl)c3)CC2)ccc1N. As a reaction SMILES: [NH2:1][CH2:2][CH2:3][CH:4]([CH2:5][N:6]1[CH2:7][CH2:8][CH:9]([O:12][c:13]2[cH:14][c:15]([Cl:20])[c:16]([Cl:19])[cH:17][cH:18]2)[CH2:10][CH2:11]1)[OH:21].[NH2:22][c:23]1[c:24]([O:32][CH3:33])[cH:25][c:26]([C:27](=[O:28])[OH:29])[cH:30][cH:31]1>>[NH:1]([CH2:2][CH2:3][CH:4]([CH2:5][N:6]1[CH2:7][CH2:8][CH:9]([O:12][c:13]2[cH:14][c:15]([Cl:20])[c:16]([Cl:19])[cH:17][cH:18]2)[CH2:10][CH2:11]1)[OH:21])[C:27]([c:26]1[cH:25][c:24]([O:32][CH3:33])[c:23]([NH2:22])[cH:31][cH:30]1)=[O:28]. Starting materials: OC1CCCC1OCc1cccc(Br)n1, CC(C)(O)c1cc(F)c(-c2cc(C(N)=O)c(N)s2)c(F)c1. The product is CC(C)(O)c1cc(F)c(-c2cc(C(N)=O)c(Nc3cccc(COC4CCCC4O)n3)s2)c(F)c1. RXN SMILES: [Br:22][c:23]1[cH:24][cH:25][cH:26][c:27]([CH2:29][O:30][CH:31]2[CH:32]([OH:36])[CH2:33][CH2:34][CH2:35]2)[n:28]1.[NH2:1][c:2]1[s:3][c:4](-[c:10]2[c:11]([F:21])[cH:12][c:13]([C:17]([CH3:18])([CH3:19])[OH:20])[cH:14][c:15]2[F:16])[cH:5][c:6]1[C:7](=[O:8])[NH2:9]>>[NH:1]([c:2]1[s:3][c:4](-[c:10]2[c:11]([F:21])[cH:12][c:13]([C:17]([CH3:18])([CH3:19])[OH:20])[cH:14][c:15]2[F:16])[cH:5][c:6]1[C:7](=[O:8])[NH2:9])[c:23]1[cH:24][cH:25][cH:26][c:27]([CH2:29][O:30][CH:31]2[CH:32]([OH:36])[CH2:33][CH2:34][CH2:35]2)[n:28]1. Run at temperature 40 celsius. The reactants are C(C)C1C(CC(C(C(OC(C2CCCCN2C(C(C2(C(CC(C(C(CC(CC(=C1)C)C)OC)O2)OC)C)O)=O)=O)=O)C(=CC2CC(C(CC2)O)OC)C)C)O)=O (17-ethyl-1,14-dihydroxy-12-[2'-(4"-hydroxy-3"-methoxycyclohexyl)-1'-methylvinyl]-23,25-dimethoxy-13,19,21,27-tetramethyl-11,28-dioxa-4-azatricyclo[22.3.1.04,9 ]octacos-18-ene-2,3,10,16-tetraone), C(C)(=O)O.C(C)(=O)O.ClC1=CC=C(C=C1)[Bi](C1=CC=C(C=C1)Cl)C1=CC=C(C=C1)Cl (tri(4-chlorophenyl)bismuth diacetate), C(C)(=O)O (acetic acid), C(O)(O)=O.ClC1=CC=C(C=C1)[Bi](C1=CC=C(C=C1)Cl)C1=CC=C(C=C1)Cl (tri(4-chlorophenyl)bismuth carbonate). Solvent: C(Cl)Cl (CH2Cl2), C(=O)(O)[O-].[Na+] (NaHCO3), C(Cl)Cl (CH2Cl2). Yields the product C(C)C1C(CC(C(C(OC(C2CCCCN2C(C(C2(C(CC(C(C(CC(CC(=C1)C)C)OC)O2)OC)C)O)=O)=O)=O)C(=CC2CC(C(CC2)OC2=CC=C(C=C2)Cl)OC)C)C)O)=O (17-ethyl-1,14-dihydroxy-12-[2'-(4"-(4"'-chlorophenyloxy)-3"-methoxycyclohexyl)-1'-methylvinyl]-23,25-dimethoxy-13,19,21,27-tetramethyl-11,28-dioxa-4-azatricyclo[22.3.1.04,9 ]octacos-18-ene-2,3,10,16-tetraone). RXN SMILES: [CH2:1]([CH:3]1[CH:29]=[C:28]([CH3:30])[CH2:27][CH:26]([CH3:31])[CH2:25][CH:24]([O:32][CH3:33])[CH:23]2[O:34][C:19]([OH:38])([CH:20]([CH3:37])[CH2:21][CH:22]2[O:35][CH3:36])[C:18](=[O:39])[C:17](=[O:40])[N:16]2[CH:11]([CH2:12][CH2:13][CH2:14][CH2:15]2)[C:10](=[O:41])[O:9][CH:8]([C:42]([CH3:53])=[CH:43][CH:44]2[CH2:49][CH2:48][CH:47]([OH:50])[CH:46]([O:51][CH3:52])[CH2:45]2)[CH:7]([CH3:54])[CH:6]([OH:55])[CH2:5][C:4]1=[O:56])[CH3:2].C(O)(=O)C.C(O)(=O)C.[Cl:65][C:66]1[CH:71]=[CH:70][C:69]([Bi](C2C=CC(Cl)=CC=2)C2C=CC(Cl)=CC=2)=[CH:68][CH:67]=1.C(O)(=O)C.C(=O)(O)O.ClC1C=CC([Bi](C2C=CC(Cl)=CC=2)C2C=CC(Cl)=CC=2)=CC=1>C(Cl)Cl.C([O-])(O)=O.[Na+].CC([O-])=O.CC([O-])=O.[Cu+2]>[CH2:1]([CH:3]1[CH:29]=[C:28]([CH3:30])[CH2:27][CH:26]([CH3:31])[CH2:25][CH:24]([O:32][CH3:33])[CH:23]2[O:34][C:19]([OH:38])([CH:20]([CH3:37])[CH2:21][CH:22]2[O:35][CH3:36])[C:18](=[O:39])[C:17](=[O:40])[N:16]2[CH:11]([CH2:12][CH2:13][CH2:14][CH2:15]2)[C:10](=[O:41])[O:9][CH:8]([C:42]([CH3:53])=[CH:43][CH:44]2[CH2:49][CH2:48][CH:47]([O:50][C:69]3[CH:70]=[CH:71][C:66]([Cl:65])=[CH:67][CH:68]=3)[CH:46]([O:51][CH3:52])[CH2:45]2)[CH:7]([CH3:54])[CH:6]([OH:55])[CH2:5][C:4]1=[O:56])[CH3:2] |f:1.2.3,5.6,8.9,10.11.12|. Procedure details: To a stirred mixture of 17-ethyl-1,14-dihydroxy-12-[2'-(4"-hydroxy-3"-methoxycyclohexyl)-1'-methylvinyl]-23,25-dimethoxy-13,19,21,27-tetramethyl-11,28-dioxa-4-azatricyclo[22.3.1.04,9 ]octacos-18-ene-2,3,10,16-tetraone (150 mg, 0.189 mmol, 1 eq) and Cu(OAc)2 (6.1 mg, 0.033 mmol, 0.17 eq) in CH2Cl2 (2.5 ml) in a round bottom flask equipped with a magnetic stir-bar was added tri(4-chlorophenyl)bismuth diacetate [prepared immediately prior to use by addition of acetic acid (0.075 ml, 1.3 mmol, 6.9 e... Reagents/catalysts: CC(=O)[O-].CC(=O)[O-].[Cu+2] (Cu(OAc)2). Starting materials: ICCF (1-iodo-2-fluoroethane), C([O-])([O-])=O.[Cs+].[Cs+] (cesium carbonate), ICCF (1-iodo-2-fluoroethane), ICCF (1-iodo-2-fluoroethane), OC1=CC=C(C=C1)C=1C=C(C=NC1)C(CC(=O)OC)NC(=O)[C@H]1CN(CCC1)C(CCC1CCN(CC1)C(=O)OC(C)(C)C)=O (tert-butyl 4-{3-[(3R)-3-({1-[5-(4-hydroxyphenyl)pyridin-3-yl]-3-methoxy-3-oxopropyl}carbamoyl)piperidin-1-yl]-3-oxopropyl}piperidine-1-carboxylate), ICCF (1-iodo-2-fluoroethane), C([O-])([O-])=O.[Cs+].[Cs+] (cesium carbonate), ICCF (1-iodo-2-fluoroethane), ICCF (1-iodo-2-fluoroethane). Run in O1CCCC1 (tetrahydrofurane), O1CCCC1 (tetrahydrofurane), O (water). Reaction conditions: time 70 hour. Yields the product FCCOC1=CC=C(C=C1)C=1C=C(C=NC1)C(CC(=O)OC)NC(=O)[C@H]1CN(CCC1)C(CCC1CCN(CC1)C(=O)OC(C)(C)C)=O (tert-butyl 4-(3-{(3R)-3-[(1-{5-[4-(2-fluoroethoxy)phenyl]pyridin-3-yl}-3-methoxy-3-oxopropyl)carbamoyl]piperidin-1-yl}-3-oxopropyl)piperidine-1-carboxylate). Isolated yield 66.1%. As a reaction SMILES: [OH:1][C:2]1[CH:7]=[CH:6][C:5]([C:8]2[CH:9]=[C:10]([CH:14]([NH:20][C:21]([C@@H:23]3[CH2:28][CH2:27][CH2:26][N:25]([C:29](=[O:45])[CH2:30][CH2:31][CH:32]4[CH2:37][CH2:36][N:35]([C:38]([O:40][C:41]([CH3:44])([CH3:43])[CH3:42])=[O:39])[CH2:34][CH2:33]4)[CH2:24]3)=[O:22])[CH2:15][C:16]([O:18][CH3:19])=[O:17])[CH:11]=[N:12][CH:13]=2)=[CH:4][CH:3]=1.C(=O)([O-])[O-].[Cs+].[Cs+].I[CH2:53][CH2:54][F:55]>O1CCCC1.O>[F:55][CH2:54][CH2:53][O:1][C:2]1[CH:3]=[CH:4][C:5]([C:8]2[CH:9]=[C:10]([CH:14]([NH:20][C:21]([C@@H:23]3[CH2:28][CH2:27][CH2:26][N:25]([C:29](=[O:45])[CH2:30][CH2:31][CH:32]4[CH2:33][CH2:34][N:35]([C:38]([O:40][C:41]([CH3:42])([CH3:44])[CH3:43])=[O:39])[CH2:36][CH2:37]4)[CH2:24]3)=[O:22])[CH2:15][C:16]([O:18][CH3:19])=[O:17])[CH:11]=[N:12][CH:13]=2)=[CH:6][CH:7]=1 |f:1.2.3|. Reported procedure: 120 mg (0.19 mmol) tert-butyl 4-{3-[(3R)-3-({1-[5-(4-hydroxyphenyl)pyridin-3-yl]-3-methoxy-3-oxopropyl}carbamoyl)piperidin-1-yl]-3-oxopropyl}piperidine-1-carboxylate were dissolved in 2.11 ml tetrahydrofurane. 126 mg (0.39 mmol) cesium carbonate and 64 mg (0.37 mmol) 1-iodo-2-fluoroethane were added. The mixture was stirred at room temperature for 70 hours. 64 mg (0.37 mmol) 1-iodo-2-fluoroethane were added and the mixture stirred at room temperature for 48 hours. 64 mg (0.37 mmol) 1-iodo-2-fluo... Starting materials: O=C([O-])[O-], CC(C)=O, CC(C)(C)OC(=O)N1CCC(n2ncc3c(N4CC5CCC(C4)O5)nc(Cl)nc32)CC1, O=S(=O)(OCC(F)(F)F)C(Cl)(Cl)Cl, ClCCl, [K+], [K+], O=C([O-])C(F)(F)F, O=C(O)C(F)(F)F. Yields the product FC(F)(F)CN1CCC(n2ncc3c(N4CC5CCC(C4)O5)nc(Cl)nc32)CC1. RXN SMILES: [C:59](=[O:60])([O-:61])[O-:62].[CH3:68][C:69](=[O:70])[CH3:71].[CH:1]12[CH2:2][N:3]([c:9]3[c:10]4[c:11]([n:12][c:13]([Cl:15])[n:14]3)[n:16]([CH:19]3[CH2:20][CH2:21][N:22]([C:25]([O:26][C:27]([CH3:28])([CH3:29])[CH3:30])=[O:31])[CH2:23][CH2:24]3)[n:17][cH:18]4)[CH2:4][CH:5]([CH2:6][CH2:7]1)[O:8]2.[Cl:46][C:47]([Cl:48])([Cl:49])[S:50]([O:51][CH2:52][C:53]([F:54])([F:55])[F:56])(=[O:57])=[O:58].[Cl:65][CH2:66][Cl:67].[K+:63].[K+:64].[O-:39][C:40]([C:41]([F:42])([F:43])[F:44])=[O:45].[OH:32][C:33](=[O:34])[C:35]([F:36])([F:37])[F:38]>>[CH:1]12[CH2:2][N:3]([c:9]3[c:10]4[c:11]([n:12][c:13]([Cl:15])[n:14]3)[n:16]([CH:19]3[CH2:20][CH2:21][N:22]([CH2:25][C:35]([F:36])([F:37])[F:38])[CH2:23][CH2:24]3)[n:17][cH:18]4)[CH2:4][CH:5]([CH2:6][CH2:7]1)[O:8]2. Starting materials: CC(C)Cn1c(CN(C(=O)[O-])C(C)(C)C)c(-c2ccccc2)c2cc(-c3nn[nH]n3)ccc2c1=O, CCOC(C)=O, Cl, C1CCOC1. Yields the product Cl, CC(C)Cn1c(CN)c(-c2ccccc2)c2cc(-c3nn[nH]n3)ccc2c1=O. Reaction SMILES: [C:1]([N:5]([C:2](=[O:3])[O-:4])[CH2:9][c:10]1[n:11]([CH2:32][CH:33]([CH3:34])[CH3:35])[c:12](=[O:31])[c:13]2[cH:14][cH:15][c:16](-[c:26]3[n:27][n:28][nH:29][n:30]3)[cH:17][c:18]2[c:19]1-[c:20]1[cH:21][cH:22][cH:23][cH:24][cH:25]1)([CH3:6])([CH3:7])[CH3:8].[CH3:42][CH2:43][O:44][C:45](=[O:46])[CH3:47].[ClH:36].[O:37]1[CH2:38][CH2:39][CH2:40][CH2:41]1>>[ClH:36].[NH2:5][CH2:9][c:10]1[n:11]([CH2:32][CH:33]([CH3:34])[CH3:35])[c:12](=[O:31])[c:13]2[cH:14][cH:15][c:16](-[c:26]3[n:27][n:28][nH:29][n:30]3)[cH:17][c:18]2[c:19]1-[c:20]1[cH:21][cH:22][cH:23][cH:24][cH:25]1. Reactants: C(=O)(O)CNCCO (N-carboxymethylamino-2-ethanol), C(CO)#N (glycolonitrile). Product: C(=O)(O)CN(CC#N)CCO (N-carboxymethyl-N-cyanomethylamino-2-ethanol). As a reaction SMILES: [C:1]([CH2:4][NH:5][CH2:6][CH2:7][OH:8])([OH:3])=[O:2].[C:9](#[N:12])[CH2:10]O>>[C:1]([CH2:4][N:5]([CH2:6][CH2:7][OH:8])[CH2:10][C:9]#[N:12])([OH:3])=[O:2]. Procedure: The hydrolysis of (I) with base gives N-carboxymethylamino-2-ethanol (II). Compound (II) is then reacted with additional glycolonitrile to form N-carboxymethyl-N-cyanomethylamino-2-ethanol (III). The molar ratio of (II) to glycolonitrile is generally about 1:1. In the above reactions, hydrogen cyanide and formaldehyde can be substituted for glycolonitrile. Starting materials: C(CC)C=1NC=C(N1)C=O (2-n-propyl-4-imidazolecarboxaldehyde), C(NN)(=O)OCC (ethyl carbazate). Product: C(C)OC(NN=CC=1N=C(NC1)CCC)=O (3-(2-n-Propyl-4-imidazolylmethylene)carbazic acid ethyl ester). As a reaction SMILES: [CH2:1]([C:4]1[NH:5][CH:6]=[C:7]([CH:9]=O)[N:8]=1)[CH2:2][CH3:3].[C:11]([O:15][CH2:16][CH3:17])(=[O:14])[NH:12][NH2:13]>>[CH2:16]([O:15][C:11](=[O:14])[NH:12][N:13]=[CH:9][C:7]1[N:8]=[C:4]([CH2:1][CH2:2][CH3:3])[NH:5][CH:6]=1)[CH3:17]. Procedure: A 7.8 gm. portion of 2-n-propyl-4-imidazolecarboxaldehyde and 6.24 gm. of ethyl carbazate is reacted as described in Example 32 giving the desired product, m.p. 180°-182° C.